Dataset: the Open Reaction Database (ORD), a public repository of structured organic reaction records. Task: describe an organic reaction: reactants, conditions, products, and yield The reactants are ClC1=NC=2C=CC=CC2C2=C1N=C(N2CC2=CC(=NO2)C2=CC=CC=C2)COCC (4-Chloro-2-(ethoxymethyl)-1-[(3-phenylisoxazol-5-yl)methyl]-1H-imidazo[4,5-c]quinoline), N (ammonia), [OH-].[Na+] (sodium hydroxide). Run in CO (methanol). Yields the product C(C)OCC=1N(C2=C(C(=NC=3C=CC=CC23)N)N1)CC1=CC(=NO1)C1=CC=CC=C1 (2-(ethoxymethyl)-1-[(3-phenylisoxazol-5-yl)methyl]-1H-imidazo[4,5-c]quinolin-4-amine). RXN SMILES: Cl[C:2]1[C:11]2[N:12]=[C:13]([CH2:27][O:28][CH2:29][CH3:30])[N:14]([CH2:15][C:16]3[O:20][N:19]=[C:18]([C:21]4[CH:26]=[CH:25][CH:24]=[CH:23][CH:22]=4)[CH:17]=3)[C:10]=2[C:9]2[CH:8]=[CH:7][CH:6]=[CH:5][C:4]=2[N:3]=1.[NH3:31].[OH-].[Na+]>CO>[CH2:29]([O:28][CH2:27][C:13]1[N:14]([CH2:15][C:16]2[O:20][N:19]=[C:18]([C:21]3[CH:26]=[CH:25][CH:24]=[CH:23][CH:22]=3)[CH:17]=2)[C:10]2[C:9]3[CH:8]=[CH:7][CH:6]=[CH:5][C:4]=3[N:3]=[C:2]([NH2:31])[C:11]=2[N:12]=1)[CH3:30] |f:2.3|. Procedure details: 4-Chloro-2-(ethoxymethyl)-1-[(3-phenylisoxazol-5-yl)methyl]-1H-imidazo[4,5-c]quinoline (1.48 g, 3.53 mmol) was treated with a solution of 7 M ammonia in methanol (25 mL) at 150° C. for 17 hours. The volatiles were removed under reduced pressure and the resulting oil was diluted with dichloromethane and 1 M hydrochloric acid. A white solid formed and 50% aqueous sodium hydroxide was added to dissolve the solid. The aqueous layer was separated and extracted with dichloromethane. The organic layers... The reactants are C1(C2=C(C(=O)O1)CCCC2)=O (3,4,5,6-Tetrahydrophthalic anhydride), O.O.O.C(C)(=O)[O-].[Na+] (sodium acetate trihydrate), O.NN (hydrazine hydrate). The solvent is C(C)(=O)O (acetic acid). Yields the product C1(NNC(C=2CCCCC12)=O)=O (2,3,5,6,7,8-Hexahydrophthalazine-1.4-dione). Isolated yield 84.4%. RXN SMILES: [C:1]1(=O)[O:6][C:4](=[O:5])[C:3]2[CH2:7][CH2:8][CH2:9][CH2:10][C:2]1=2.O.O.O.C([O-])(=O)C.[Na+].O.[NH2:21][NH2:22]>C(O)(=O)C>[C:4]1(=[O:5])[C:3]2[CH2:7][CH2:8][CH2:9][CH2:10][C:2]=2[C:1](=[O:6])[NH:22][NH:21]1 |f:1.2.3.4.5,6.7|. Reported procedure: 3,4,5,6-Tetrahydrophthalic anhydride (25 g, 0.164 mol) was dissolved in 40% aqueous acetic acid (500 ml) with sodium acetate trihydrate (26.8 g, 0.197 mol) and hydrazine hydrate (9.58 ml, 0.197 mol). The reaction mixture was heated under reflux overnight and then allowed to cool. The resulting solid was collected by filtration, washed with water and diethyl ether and dried in vacio to give the title-product (23 g, 84%), 1H NMR (250 MHz, d6-DMSO) δ1.64 (4 H, br s, 2 of CH2), 2.34 (4 H, br s, 2 of... Starting materials: CC(C)c1nnc2ccc(Br)cn12, CN(C)C=O, CCOC(C)=O, CO, CC(C)[Mg+], [Cl-], C1CCOC1. RXN SMILES: [Br:1][c:2]1[cH:3][cH:4][c:5]2[n:6]([cH:7]1)[c:8]([CH:11]([CH3:12])[CH3:13])[n:9][n:10]2.[CH3:19][N:20]([CH:21]=[O:22])[CH3:23].[CH3:24][CH2:25][O:26][C:27](=[O:28])[CH3:29].[CH3:35][OH:36].[CH:15]([Mg+:16])([CH3:17])[CH3:18].[Cl-:14].[O:30]1[CH2:31][CH2:32][CH2:33][CH2:34]1>>[c:2]1([CH:21]=[O:22])[cH:3][cH:4][c:5]2[n:6]([cH:7]1)[c:8]([CH:11]([CH3:12])[CH3:13])[n:9][n:10]2. The product is CC(C)c1nnc2ccc(C=O)cn12. The reactants are ClCCCOC1=CC=C(C=C1)C=1N=C2N(CCCC2)C1 (2-[4-(3-Chloro-propoxy)-phenyl]-5,6,7,8-tetrahydro-imidazo[1,2-a]pyridine), N1CCCCC1 (piperidine). Product: N1(CCCCC1)CCCOC1=CC=C(C=C1)C=1N=C2N(CCCC2)C1 (2-[4-(3-Piperidin-1-yl-propoxy)-phenyl]-5,6,7,8-tetrahydro-imidazo[1,2-a]pyridine). RXN SMILES: Cl[CH2:2][CH2:3][CH2:4][O:5][C:6]1[CH:11]=[CH:10][C:9]([C:12]2[N:13]=[C:14]3[CH2:19][CH2:18][CH2:17][CH2:16][N:15]3[CH:20]=2)=[CH:8][CH:7]=1.[NH:21]1[CH2:26][CH2:25][CH2:24][CH2:23][CH2:22]1>>[N:21]1([CH2:2][CH2:3][CH2:4][O:5][C:6]2[CH:11]=[CH:10][C:9]([C:12]3[N:13]=[C:14]4[CH2:19][CH2:18][CH2:17][CH2:16][N:15]4[CH:20]=3)=[CH:8][CH:7]=2)[CH2:26][CH2:25][CH2:24][CH2:23][CH2:22]1. Reported procedure: The product of Step B (83 mg) and piperidine (1.0 mL) were heated at 100° C. for 1.5 hours. The reaction was cooled to ambient temperature and partitioned between ethyl acetate (10 mL) and saturated sodium bicarbonate solution (10 mL). The aqueous portion was extracted with a fresh portion of ethyl acetate (2×10 mL) and the organic portions combined and washed with brine (10 mL). The organic portions were dried over magnesium sulfate, filtered and evaporated. The residue was purified via silica ...